From a dataset of the Open Reaction Database (ORD), a public repository of structured organic reaction records. describe an organic reaction: reactants, conditions, products, and yield Reactants: C(C1=CC=CC=C1)N (benzylamine), C(C1=CC=CC=C1)(=O)[O-] (benzoate), C(C)O (ethanol), ClCCl (dichloromethane). Reaction conditions: time 8 hour. Yields the product OC1=CC=C(C(=O)OC(CCCC)C)C=C1 (1-methylpentyl p-hydroxybenzoate). The yield is 100.0%. Reaction SMILES: [C:1]([O-:9])(=[O:8])[C:2]1[CH:7]=[CH:6][CH:5]=[CH:4][CH:3]=1.[CH2:10](N)[C:11]1C=[CH:15][CH:14]=[CH:13][CH:12]=1.ClCCl.C([OH:23])C>>[OH:23][C:5]1[CH:6]=[CH:7][C:2]([C:1]([O:9][CH:14]([CH3:15])[CH2:13][CH2:12][CH2:11][CH3:10])=[O:8])=[CH:3][CH:4]=1. Reported procedure: Said benzoate (4.7 mmols) was dissolved in 20 ml of ethanol, and 9.7 mmols of benzylamine were added. The mixture was stirred overnight. To the reaction mixture was added 50 ml of dichloromethane. The organic layer was washed with a hydrochloric acid aqueous solution and water in this sequence. Subsequently, the organic layer was dried over anhydrous sodium sulfate, and the solvent was evaporated. The obtained crude product was purified by silica gel column chromatography to afford 1-methylpenty...